Dataset: the Open Reaction Database (ORD), a public repository of structured organic reaction records. Task: describe an organic reaction: reactants, conditions, products, and yield Solvent: C(Cl)Cl (DCM). The yield is 86.7%. Reactants: CC1(CCC1)O (1-methylcyclobutanol), TEA, C(C)(=O)OC(C)=O (acetic anhydride). Yields the product C(C)(=O)OC1(CCC1)C (1-methylcyclobutyl acetate). Reaction conditions: temperature 0 celsius, time 24 hour. Procedure details: To a solution of 1-methylcyclobutanol (6.2 g, 72.0 mmol) in DCM (50 mL) was added DMAP (0.440 g, 3.60 mmol) and TEA (15.05 mL, 108 mmol). Then, the mixture was cooled to 0° C. and acetic anhydride (13.46 mL, 108 mmol) was added and stirred at room temp for 24 h. The mixture was then washed with sat.NaHCO3 (100 mL), 1N HCl (100 mL), 10% NaOH (100 mL), brine (100 mL), dried (Na2SO4), filtered and concentrated to afford 1-methylcyclobutyl acetate (8 g, 62.4 mmol, 87% yield) as light yellow oil whic... As a reaction SMILES: [CH3:1][C:2]1([OH:6])[CH2:5][CH2:4][CH2:3]1.[C:7](OC(=O)C)(=[O:9])[CH3:8]>C(Cl)Cl.CN(C1C=CN=CC=1)C>[C:7]([O:6][C:2]1([CH3:1])[CH2:5][CH2:4][CH2:3]1)(=[O:9])[CH3:8]. Reagents/catalysts: CN(C)C=1C=CN=CC1 (DMAP). Reactants: [OH-].[Na+] (sodium hydroxide), FC1=CC=C(COC2=C(C=CC(=C2)CCC(=O)OC)C2=CC(=CC=C2)N(C(=O)NCCCCCCC)C)C=C1 (methyl 3-[2-(4-fluorobenzyloxy)-3′-(3-heptyl-1-methylureido)biphenyl-4-yl]propanoate). Run in O1CCCC1.CO (tetrahydrofuran methanol). Product: FC1=CC=C(COC2=C(C=CC(=C2)CCC(=O)O)C2=CC(=CC=C2)N(C(=O)NCCCCCCC)C)C=C1 (3-[2-(4-fluorobenzyloxy)-3′-(3-heptyl-1-methylureido)biphenyl-4-yl]propanoic acid). Isolated yield 64.0%. As a reaction SMILES: [OH-].[Na+].[F:3][C:4]1[CH:41]=[CH:40][C:7]([CH2:8][O:9][C:10]2[CH:15]=[C:14]([CH2:16][CH2:17][C:18]([O:20]C)=[O:19])[CH:13]=[CH:12][C:11]=2[C:22]2[CH:27]=[CH:26][CH:25]=[C:24]([N:28]([CH3:39])[C:29]([NH:31][CH2:32][CH2:33][CH2:34][CH2:35][CH2:36][CH2:37][CH3:38])=[O:30])[CH:23]=2)=[CH:6][CH:5]=1>O1CCCC1.CO>[F:3][C:4]1[CH:5]=[CH:6][C:7]([CH2:8][O:9][C:10]2[CH:15]=[C:14]([CH2:16][CH2:17][C:18]([OH:20])=[O:19])[CH:13]=[CH:12][C:11]=2[C:22]2[CH:27]=[CH:26][CH:25]=[C:24]([N:28]([CH3:39])[C:29]([NH:31][CH2:32][CH2:33][CH2:34][CH2:35][CH2:36][CH2:37][CH3:38])=[O:30])[CH:23]=2)=[CH:40][CH:41]=1 |f:0.1,3.4|. Procedure: In a manner similar to that of Example (19g), by reaction of 400 mg (10 mmol, 10 eq) of sodium hydroxide and methyl 3-[2-(4-fluorobenzyloxy)-3′-(3-heptyl-1-methylureido)biphenyl-4-yl]propanoate, obtained in the preceding step, in 10 ml of a tetrahydrofuran/methanol mixture (8/2), and after crystallization from pentane, 310 mg of 3-[2-(4-fluorobenzyloxy)-3′-(3-heptyl-1-methylureido)biphenyl-4-yl]propanoic acid are obtained in the form of a white powder (m.p.=79° C.). Yield=64% over the two steps. The reactants are [K+].[Br-] (KBr), SCC(O)CO (thioglycerol), ( 346 ), NC=1SC=C(N1)/C(/C(=O)OCC)=N/OCC1=C(C=CC=C1Cl)Cl (Ethyl 2-(2-aminothiazol-4-yl)-(Z)-2-(2,6-dichlorobenzyloxyimino)acetate), [OH-].[Na+] (sodium hydroxide). The solvent is CC(=O)C (acetone), C(C)O (ethanol). Product: NC=1SC=C(N1)/C(/C(=O)O)=N/OCC1=C(C=CC=C1Cl)Cl (2-(2-Aminothiazol-4-yl)-(Z)-2-(2,6-dichlorobenzyloxyimino)acetic acid). Yield: 42.8%. Reaction SMILES: [NH2:1][C:2]1[S:3][CH:4]=[C:5](/[C:7](=[N:13]/[O:14][CH2:15][C:16]2[C:21]([Cl:22])=[CH:20][CH:19]=[CH:18][C:17]=2[Cl:23])/[C:8]([O:10]CC)=[O:9])[N:6]=1.[OH-].[Na+].[K+].[Br-].SCC(CO)O>C(O)C.CC(C)=O>[NH2:1][C:2]1[S:3][CH:4]=[C:5](/[C:7](=[N:13]/[O:14][CH2:15][C:16]2[C:21]([Cl:22])=[CH:20][CH:19]=[CH:18][C:17]=2[Cl:23])/[C:8]([OH:10])=[O:9])[N:6]=1 |f:1.2,3.4|. Reported procedure: Ethyl 2-(2-aminothiazol-4-yl)-(Z)-2-(2,6-dichlorobenzyloxyimino)acetate (4.8 g) was hydrolysed with aqueous sodium hydroxide (1N, 25.6 ml) in ethanol (40 ml), acetone (20 ml) as described in Example 4e to give the title compound (1.9 g), νmax (KBr) 3123 (br), 1610 (br), and 992 cm-1, δH [(CD3)2SO]5.32 (2H, s), 6.81 (1H, s), 7.17 (2H, br s), and 7.44 (3H, m), [Mass spectrum: +ve ion (thioglycerol) MH+ (346)]. Reactants: O (Water), S(O)(O)(=O)=O (sulphuric acid), C1(CCCC1)OC=1C=C(C=CC1OC)[C@H](CC1=CC=NC=C1)C=1C=C(N)C=CC1 (3-[1-(R)-(3-cyclopentyloxy-4-methoxyphenyl)-2-(4-pyridyl)ethyl]aniline). Solvent: O1CCOCC1 (1,4-dioxane). Run at temperature 90 celsius. Yields the product OC=1C=C(C=CC1OC)[C@H](CC1=CC=NC=C1)C=1C=C(N)C=CC1 (3-[1-(R)-(3-hydroxy-4-methoxyphenyl)-2-(4-pyridyl)ethyl]aniline). Yield: 90.5%. RXN SMILES: O.S(=O)(=O)(O)O.C1([O:12][C:13]2[CH:14]=[C:15]([C@@H:21]([C:29]3[CH:30]=[C:31]([CH:33]=[CH:34][CH:35]=3)[NH2:32])[CH2:22][C:23]3[CH:28]=[CH:27][N:26]=[CH:25][CH:24]=3)[CH:16]=[CH:17][C:18]=2[O:19][CH3:20])CCCC1>O1CCOCC1>[OH:12][C:13]1[CH:14]=[C:15]([C@@H:21]([C:29]2[CH:30]=[C:31]([CH:33]=[CH:34][CH:35]=2)[NH2:32])[CH2:22][C:23]2[CH:28]=[CH:27][N:26]=[CH:25][CH:24]=2)[CH:16]=[CH:17][C:18]=1[O:19][CH3:20]. Procedure: Water (25 ml) and sulphuric acid (40 ml, concentrated) was added to a solution of 3-[1-(R)-(3-cyclopentyloxy-4-methoxyphenyl)-2-(4-pyridyl)ethyl]aniline (3.8 g, 9.8 mmol prepared as described in International Patent specification No. WO95/17386) in 1,4-dioxane (50 ml) at RT. The mixture was heated at 90° C. for 1 h, cooled and concentrated in vacuo. The pH of the residue was adjusted to pH 8.0-8.5 by the addition of solid NaOH. The mixture was diluted with ethyl acetate (100 ml) and water (50 ml... The reactants are C(\C=C\C(=O)O)(=O)O.NCCC#N (3-aminopropanenitrile fumarate), C[O-].[Na+] (sodium methoxide), ice, ClC1=NC(=CC(=N1)Cl)COCC(F)(F)F (2,4-dichloro-6-((2,2,2-trifluoroethoxy)methyl)pyrimidine). Solvent: CO (MeOH), C(C)#N (acetonitrile). Yields the product ClC1=NC(=CC(=N1)NCCC#N)COCC(F)(F)F (3-(2-Chloro-6-((2,2,2-trifluoroethoxy)methyl)pyrimidin-4-ylamino)propanenitrile). Reaction SMILES: C(O)(=O)/C=C/C(O)=O.[NH2:9][CH2:10][CH2:11][C:12]#[N:13].C[O-].[Na+].[Cl:17][C:18]1[N:23]=[C:22](Cl)[CH:21]=[C:20]([CH2:25][O:26][CH2:27][C:28]([F:31])([F:30])[F:29])[N:19]=1>CO.C(#N)C>[Cl:17][C:18]1[N:23]=[C:22]([NH:13][CH2:12][CH2:11][C:10]#[N:9])[CH:21]=[C:20]([CH2:25][O:26][CH2:27][C:28]([F:31])([F:30])[F:29])[N:19]=1 |f:0.1,2.3|. Procedure details: A solution of 3-aminopropanenitrile fumarate (147 mg, 0.74 mmol) and sodium methoxide (1.1 mL, 0.54 mmol) in MeOH (2 mL) was added dropwise to an ice-cold solution of 2,4-dichloro-6-((2,2,2-trifluoroethoxy)methyl)pyrimidine (64 mg, 0.25 mmol) in acetonitrile (2 mL). The mixture stirred at rt over night. The mixture was heated to 50° C. for 20 h. The reaction mixture was concentrated in vacuo and the crude was partitioned between EtOAc and 1M NaOH. The organic layer was concentrated in vacuo and ... Run in CCOCC (ether). Reported procedure: 1-Cyclohexyl-2-diazoethanone (I, PREPARATION 2, 3.1 g) and ethenylidene bisphosphonic acid tetraethyl ester (II, PREPARATION 1, 6.00 g) are stirred in ether (20 ml) for 24 hrs at 22°. The precipitate is filtered, washed with ether, then recrystallized from ethyl acetate to give the title compound, mp 166°-165°; MS (m/e) 452, 341, 315, 287, 259, 241, 223 and 205; IR (mineral oil mull) 3186, 1656, 1552, 1449, 1267, 1253, 1241, 1162, 1041, 1019, 995 and 969 cm-1 ; NMR (CDCl3) 6.77, 4.24, 3.45, 3.24... Product: C(C)OP(OCC)(=O)C1(NN=C(C1)C(=O)C1CCCCC1)P(OCC)(OCC)=O ([5-(Cyclohexylcarbonyl)-2,4-dihydro-3H-pyrazol-3-ylidene]bisphosphonic acid tetraethyl ester). As a reaction SMILES: [CH:1]1([C:7](=[O:11])[CH:8]=[N+:9]=[N-:10])[CH2:6][CH2:5][CH2:4][CH2:3][CH2:2]1.[CH2:12]([O:14][P:15]([C:20]([P:22](=[O:29])([O:26][CH2:27][CH3:28])[O:23][CH2:24][CH3:25])=[CH2:21])(=[O:19])[O:16][CH2:17][CH3:18])[CH3:13]>CCOCC>[CH2:24]([O:23][P:22]([C:20]1([P:15](=[O:19])([O:14][CH2:12][CH3:13])[O:16][CH2:17][CH3:18])[CH2:21][C:8]([C:7]([CH:1]2[CH2:6][CH2:5][CH2:4][CH2:3][CH2:2]2)=[O:11])=[N:9][NH:10]1)(=[O:29])[O:26][CH2:27][CH3:28])[CH3:25]. Starting materials: C1(CCCCC1)C(C=[N+]=[N-])=O (1-Cyclohexyl-2-diazoethanone), C(C)OP(OCC)(=O)C(=C)P(OCC)(OCC)=O (Ethenylidene bisphosphonic acid tetraethyl ester). Starting materials: CN(C)CC(C)(C)CN, CS(C)=O, ClC(Cl)Cl, ClCCl, CSc1nccc(Oc2ccc(NC(=O)c3cc(F)cc(N4CCOCC4)c3)c3ccccc23)n1, O=C(OO)c1cccc(Cl)c1. Product: CN(C)CC(C)(C)CNc1nccc(Oc2ccc(NC(=O)c3cc(F)cc(N4CCOCC4)c3)c3ccccc23)n1. Reaction SMILES: [CH3:47][N:48]([CH2:49][C:50]([CH2:51][NH2:52])([CH3:53])[CH3:54])[CH3:55].[CH3:60][S:61]([CH3:62])=[O:63].[Cl:56][CH:57]([Cl:58])[Cl:59].[Cl:64][CH2:65][Cl:66].[F:1][c:2]1[cH:3][c:4]([C:5](=[O:6])[NH:7][c:8]2[cH:9][cH:10][c:11]([O:18][c:19]3[n:20][c:21]([S:25][CH3:26])[n:22][cH:23][cH:24]3)[c:12]3[cH:13][cH:14][cH:15][cH:16][c:17]23)[cH:27][c:28]([N:30]2[CH2:31][CH2:32][O:33][CH2:34][CH2:35]2)[cH:29]1.[OH:36][O:37][C:38]([c:39]1[cH:40][c:41]([Cl:42])[cH:43][cH:44][cH:45]1)=[O:46]>>[F:1][c:2]1[cH:3][c:4]([C:5](=[O:6])[NH:7][c:8]2[cH:9][cH:10][c:11]([O:18][c:19]3[n:20][c:21]([NH:52][CH2:51][C:50]([CH2:49][N:48]([CH3:47])[CH3:55])([CH3:53])[CH3:54])[n:22][cH:23][cH:24]3)[c:12]3[cH:13][cH:14][cH:15][cH:16][c:17]23)[cH:27][c:28]([N:30]2[CH2:31][CH2:32][O:33][CH2:34][CH2:35]2)[cH:29]1. The reactants are ClC=1N=NC(=CC1[Si](C)(C)C)Cl (3,6-Dichloro-4-(trimethylsilyl)pyridazine), NN (hydrazine), C(C)(C)N(CC)C(C)C (diisopropylethyl amine). Conditions: temperature 72.5 celsius. Product: ClC=1N=NC(=CC1[Si](C)(C)C)NN (3-Chloro-6-hydrazinyl-4-(trimethylsilyl)pyridazine). The yield is 56.4%. As a reaction SMILES: [Cl:1][C:2]1[N:3]=[N:4][C:5](Cl)=[CH:6][C:7]=1[Si:8]([CH3:11])([CH3:10])[CH3:9].[NH2:13][NH2:14].C(N(C(C)C)CC)(C)C>>[Cl:1][C:2]1[N:3]=[N:4][C:5]([NH:13][NH2:14])=[CH:6][C:7]=1[Si:8]([CH3:11])([CH3:10])[CH3:9]. Procedure details: A round-bottom flask under N2 was charged with 20 (13.6 g, 61.4 mmol) and anhydrous hydrazine (1M in THF, 184 mL, 184 mmol) followed by diisopropylethyl amine (11 mL, 61.4 mmol). The reaction was heated to a gentle reflux (70-75° C., external temperature) monitoring the reaction by LCMS. After 4 days the dark mixture was cooled, silica gel (20 g) was added and the mixture was concentrated. The crude mixture was combined with the crude material from a second reaction (16 mmol) and purified on a s... Starting materials: CN, O=C(Cl)c1ccc(N2CCC(CC3CCN(C4CCC4)CC3)CC2)cn1, ClCCl, Cl, C1CCOC1. Product: CNC(=O)c1ccc(N2CCC(CC3CCN(C4CCC4)CC3)CC2)cn1. RXN SMILES: [CH3:28][NH2:29].[CH:2]1([N:6]2[CH2:7][CH2:8][CH:9]([CH2:12][CH:13]3[CH2:14][CH2:15][N:16]([c:19]4[cH:20][cH:21][c:22]([C:25](=[O:26])[Cl:27])[n:23][cH:24]4)[CH2:17][CH2:18]3)[CH2:10][CH2:11]2)[CH2:3][CH2:4][CH2:5]1.[Cl:30][CH2:31][Cl:32].[ClH:1].[O:33]1[CH2:34][CH2:35][CH2:36][CH2:37]1>>[CH:2]1([N:6]2[CH2:7][CH2:8][CH:9]([CH2:12][CH:13]3[CH2:14][CH2:15][N:16]([c:19]4[cH:20][cH:21][c:22]([C:25](=[O:26])[NH:29][CH3:28])[n:23][cH:24]4)[CH2:17][CH2:18]3)[CH2:10][CH2:11]2)[CH2:3][CH2:4][CH2:5]1.